This data is from the Open Reaction Database (ORD), a public repository of structured organic reaction records. The task is: describe an organic reaction: reactants, conditions, products, and yield The reactants are OBO, O=S(=O)(c1cccc(F)c1)c1ccc(Br)cc1F, COc1ccc(F)cc1. Product: COc1ccc(F)cc1-c1ccc(S(=O)(=O)c2cccc(F)c2)c(F)c1. RXN SMILES: [BH:19]([OH:20])[OH:21].[Br:1][c:2]1[cH:3][c:4]([F:18])[c:5]([S:8](=[O:9])(=[O:10])[c:11]2[cH:12][c:13]([F:17])[cH:14][cH:15][cH:16]2)[cH:6][cH:7]1.[F:22][c:23]1[cH:24][cH:25][c:26]([O:29][CH3:30])[cH:27][cH:28]1>>[c:2]1(-[c:25]2[cH:24][c:23]([F:22])[cH:28][cH:27][c:26]2[O:29][CH3:30])[cH:3][c:4]([F:18])[c:5]([S:8](=[O:9])(=[O:10])[c:11]2[cH:12][c:13]([F:17])[cH:14][cH:15][cH:16]2)[cH:6][cH:7]1. Starting materials: BrC=1C=C(C=CC1)C1OC1 (2-(3-bromo-phenyl)-oxirane), N(=[N+]=[N-])[Si](C)(C)C (azidotrimethylsilane), C(=O)([O-])C(O)C(O)C(=O)[O-].[K+].[Na+] (Sodium potassium tartrate), CC([O-])C.[Al+3].CC([O-])C.CC([O-])C (aluminium isopropoxide). The solvent is C(Cl)Cl (CH2Cl2). Reaction conditions: time 18 hour. The product is N(=[N+]=[N-])C(CO)C1=CC(=CC=C1)Br (2-azido-2-(3-bromo-phenyl)-ethanol). The yield is 28.7%. RXN SMILES: [Br:1][C:2]1[CH:3]=[C:4]([CH:8]2[CH2:10][O:9]2)[CH:5]=[CH:6][CH:7]=1.[N:11]([Si](C)(C)C)=[N+:12]=[N-:13].CC(C)[O-].[Al+3].CC(C)[O-].CC(C)[O-].C(C(C(C([O-])=O)O)O)([O-])=O.[K+].[Na+]>C(Cl)Cl>[N:11]([CH:8]([C:4]1[CH:5]=[CH:6][CH:7]=[C:2]([Br:1])[CH:3]=1)[CH2:10][OH:9])=[N+:12]=[N-:13] |f:2.3.4.5,6.7.8|. Reported procedure: To a solution of 2-(3-bromo-phenyl)-oxirane (2.5 g, 12.6 mmol) in CH2Cl2 (20 mL) was added azidotrimethylsilane (2.5 mL, 18.84 mmol), followed by aluminium isopropoxide (256 mg, 1.26 mmol). The reaction mixture was stirred at room temperature for 18 h. Sodium potassium tartrate 1M (30 mL) was added, the aqueous layer was extracted with CH2Cl2, and the organic layers were dried over anhydrous magnesium sulfate and filtered. The filtrate was concentrated in vacuo, and the crude compound is purifie... Reactants: CO, [O-][I+3]([O-])([O-])O, I, COC(=O)c1cc(N)c(F)c(Cl)n1. The product is COC(=O)c1nc(Cl)c(F)c(N)c1I. Reaction SMILES: [CH3:20][OH:21].[I+3:14]([OH:15])([O-:16])([O-:17])[O-:18].[I:19].[NH2:1][c:2]1[cH:3][c:4]([C:10](=[O:11])[O:12][CH3:13])[n:5][c:6]([Cl:9])[c:7]1[F:8]>>[NH2:1][c:2]1[c:3]([I:14])[c:4]([C:10](=[O:11])[O:12][CH3:13])[n:5][c:6]([Cl:9])[c:7]1[F:8]. The reactants are BrC(Br)(Br)Br (tetrabromomethane), OCC=1C=C(C(C(=O)OC)=CC1)C(=O)OC (dimethyl 4-hydroxymethylphthalate), C1(=CC=CC=C1)P(C1=CC=CC=C1)C1=CC=CC=C1 (triphenylphosphine). The solvent is ClCCl (dichloromethane), ClCCl (dichloromethane). Reaction conditions: time 3 hour. Product: BrCC=1C=C(C(C(=O)OC)=CC1)C(=O)OC (Dimethyl 4-bromomethylphthalate). RXN SMILES: O[CH2:2][C:3]1[CH:4]=[C:5]([C:13]([O:15][CH3:16])=[O:14])[C:6](=[CH:11][CH:12]=1)[C:7]([O:9][CH3:10])=[O:8].[Br:17]C(Br)(Br)Br.C1(P(C2C=CC=CC=2)C2C=CC=CC=2)C=CC=CC=1>ClCCl>[Br:17][CH2:2][C:3]1[CH:4]=[C:5]([C:13]([O:15][CH3:16])=[O:14])[C:6](=[CH:11][CH:12]=1)[C:7]([O:9][CH3:10])=[O:8]. Procedure: 36 g (176 mmol) of dimethyl 4-hydroxymethylphthalate are dissolved in 300 mL of dichloromethane and 70 g (211 mmol) of tetrabromomethane are added. A solution of 55.3 g (211 mmol) of triphenylphosphine in 200 mL of dichloromethane is then added slowly and the reaction mixture is stirred for 3 h at room temperature. After treatment with water and extraction with dichloromethane, the residue is purified by chromatography on a column of silica (eluent: dichloromethane). The desired product is obtai... Reactants: O=C([O-])[O-], CN(C)C=O, CCOC(=O)CCc1ccc(N(Cc2ccc(OC(C)C)c(-c3c(C)cc(O)cc3C)c2)S(=O)(=O)c2ccccc2[N+](=O)[O-])cc1F, [K+], [K+], C1CC2(CCS1)CO2. The product is CCOC(=O)CCc1ccc(N(Cc2ccc(OC(C)C)c(-c3c(C)cc(OCC4(O)CCSCC4)cc3C)c2)S(=O)(=O)c2ccccc2[N+](=O)[O-])cc1F. RXN SMILES: [C:56](=[O:57])([O-:58])[O-:59].[CH3:62][N:63]([CH3:64])[CH:65]=[O:66].[F:1][c:2]1[c:3]([CH2:41][CH2:42][C:43](=[O:44])[O:45][CH2:46][CH3:47])[cH:4][cH:5][c:6]([N:8]([S:9](=[O:10])(=[O:11])[c:12]2[c:13]([N+:18](=[O:19])[O-:20])[cH:14][cH:15][cH:16][cH:17]2)[CH2:21][c:22]2[cH:23][c:24](-[c:32]3[c:33]([CH3:40])[cH:34][c:35]([OH:39])[cH:36][c:37]3[CH3:38])[c:25]([O:28][CH:29]([CH3:30])[CH3:31])[cH:26][cH:27]2)[cH:7]1.[K+:60].[K+:61].[O:48]1[CH2:49][C:50]12[CH2:51][CH2:52][S:53][CH2:54][CH2:55]2>>[F:1][c:2]1[c:3]([CH2:41][CH2:42][C:43](=[O:44])[O:45][CH2:46][CH3:47])[cH:4][cH:5][c:6]([N:8]([S:9](=[O:10])(=[O:11])[c:12]2[c:13]([N+:18](=[O:19])[O-:20])[cH:14][cH:15][cH:16][cH:17]2)[CH2:21][c:22]2[cH:23][c:24](-[c:32]3[c:33]([CH3:40])[cH:34][c:35]([O:39][CH2:49][C:50]4([OH:48])[CH2:51][CH2:52][S:53][CH2:54][CH2:55]4)[cH:36][c:37]3[CH3:38])[c:25]([O:28][CH:29]([CH3:30])[CH3:31])[cH:26][cH:27]2)[cH:7]1.